From a dataset of the Open Reaction Database (ORD), a public repository of structured organic reaction records. describe an organic reaction: reactants, conditions, products, and yield Starting materials: ClCCl, CS(=O)(=O)Cl, CS(C)=O, OCCOc1c(Cl)cc(OCC=C(Cl)Cl)cc1Cl, [N-]=[N+]=[N-], [Na+], O. The product is [N-]=[N+]=NCCOc1c(Cl)cc(OCC=C(Cl)Cl)cc1Cl. As a reaction SMILES: [CH2:28]([Cl:29])[Cl:30].[CH3:19][S:20](=[O:21])(=[O:22])[Cl:23].[CH3:31][S:32]([CH3:33])=[O:34].[Cl:1][C:2](=[CH:3][CH2:4][O:5][c:6]1[cH:7][c:8]([Cl:17])[c:9]([O:10][CH2:11][CH2:12][OH:13])[c:14]([Cl:16])[cH:15]1)[Cl:18].[N-:25]=[N+:26]=[N-:27].[Na+:24].[OH2:35]>>[Cl:1][C:2](=[CH:3][CH2:4][O:5][c:6]1[cH:7][c:8]([Cl:17])[c:9]([O:10][CH2:11][CH2:12][N:25]=[N+:26]=[N-:27])[c:14]([Cl:16])[cH:15]1)[Cl:18]. Starting materials: C(=O)(O)/C=C/C=1C(=NC(=NC1)OC)OC (E-5-(2-carboxyvinyl)-2,4-dimethoxypyrimidine), C(=O)([O-])[O-].[K+].[K+] (K2CO3), BrN1C(CCC1=O)=O (N-bromosuccinimide). Solvent: CN(C)C=O (DMF), CN(C)C=O (DMF). Product: Br/C=C/C=1C(=NC(=NC1)OC)OC (E-5-(2-Bromovinyl)-2,4-dimethoxypyrimidine). RXN SMILES: C(/[CH:4]=[CH:5]/[C:6]1[C:7]([O:14][CH3:15])=[N:8][C:9]([O:12][CH3:13])=[N:10][CH:11]=1)(O)=O.C([O-])([O-])=O.[K+].[K+].[Br:22]N1C(=O)CCC1=O>CN(C=O)C>[Br:22]/[CH:4]=[CH:5]/[C:6]1[C:7]([O:14][CH3:15])=[N:8][C:9]([O:12][CH3:13])=[N:10][CH:11]=1 |f:1.2.3|. Procedure details: To a solution of E-5-(2-carboxyvinyl)-2,4-dimethoxypyrimidine (0.300 g; 1.43 retool) in dry DMF (5 ml) was added K2CO3 (0.45 g: 5.25 mmol). After stirring at ambient temperature for 15 min. a solution of N-bromosuccinimide (0.258 g; 1.45 mmol) in dry DMF (4 ml) was added dropwise over 10 min. The suspension was immediately filtered, the solid washed with DMF and the filtrate evaporated in high vacuum. The solid residue was purified by column chromatography by preloading on SiO2 and eluting with ... Starting materials: [Cl-].[Al+3].[Cl-].[Cl-] (aluminum chloride), COC=1C(C2=CC3=CC=CC=C3C2=CC1OC)=O (2,3-Dimethoxyfluorenone), ice water. Run in C1(=CC=CC=C1)C (toluene). Conditions: temperature 90 celsius, time 2 hour. The product is OC=1C(C2=CC3=CC=CC=C3C2=CC1O)=O (2,3-dihydroxyfluorenone). Isolated yield 74.0%. As a reaction SMILES: C[O:2][C:3]1[C:4](=[O:18])[C:5]2[C:13](=[CH:14][C:15]=1[O:16]C)[C:12]1[C:7](=[CH:8][CH:9]=[CH:10][CH:11]=1)[CH:6]=2.[Cl-].[Al+3].[Cl-].[Cl-]>C1(C)C=CC=CC=1>[OH:2][C:3]1[C:4](=[O:18])[C:5]2[C:13](=[CH:14][C:15]=1[OH:16])[C:12]1[C:7](=[CH:8][CH:9]=[CH:10][CH:11]=1)[CH:6]=2 |f:1.2.3.4|. Procedure: 2,3-Dimethoxyfluorenone (15 g) was dissolved in toluene (300 ml), to which was added anhydrous aluminum chloride (20 g) and the mixture was stirred at 90° C. for 2 hours. After cooling, the reaction solution was poured into ice water (1.5 liter). Then, the insoluble matter formed was filtered, washed with water, dried and recrystallized from ethyl acetate to give 9.8 g of 2,3-dihydroxyfluorenone as a yellow needle-like crystal. Reactants: C(=O)(OC1=CC=CC=C1)N(C)CC(=S)N ((N-Carbophenoxy-N-methylamino)thioacetamide), C(=O)C(C(=O)OCC)Cl (ethyl α-formylchloroacetate), C(=O)C(C(=O)OCC)Cl (ethyl α-formylchloroacetate). Yields the product C(=O)(OCC)C1=CN=C(S1)CN(C)C(=O)OC1=CC=CC=C1 (5-Carbethoxy-2-(N-carbophenoxy-N-methylamino)methylthiazole). Procedure: (N-Carbophenoxy-N-methylamino)thioacetamide (46.7 g; 0.21 moles) was combined with ethyl α-formylchloroacetate (30.0 g; 0.20 moles) in 270 ml of 1,2-dichloroethane and heated to reflux temperature for 2 hours. An additional amount of ethyl α-formylchloroacetate (3.0 g; 0.02 moles) was added and heating was continued for 1.5 hours. The reaction mixture was extracted with two 300 ml portions of cold 5% aqueous sodium carbonate, then washed with two 300 ml portions of water and dried over Na2SO4. E... As a reaction SMILES: [C:1]([N:10]([CH2:12][C:13]([NH2:15])=[S:14])[CH3:11])([O:3][C:4]1[CH:9]=[CH:8][CH:7]=[CH:6][CH:5]=1)=[O:2].[CH:16]([CH:18](Cl)[C:19]([O:21][CH2:22][CH3:23])=[O:20])=O>ClCCCl>[C:19]([C:18]1[S:14][C:13]([CH2:12][N:10]([C:1]([O:3][C:4]2[CH:9]=[CH:8][CH:7]=[CH:6][CH:5]=2)=[O:2])[CH3:11])=[N:15][CH:16]=1)([O:21][CH2:22][CH3:23])=[O:20]. The solvent is ClCCCl (1,2-dichloroethane). Conditions: time 1.5 hour. The reactants are CNC[C@@H]1[C@H]([C@H]([C@@H](O1)N1C(=NC=2C(N)=NC=NC12)C)O)O (5′-Deoxy-5′-methylamino-8-methyladenosine), ClC[C@@H]1[C@H]([C@H]([C@@H](O1)N1C(=NC=2C(N)=NC=NC12)NC)O)O (5′-Chloro-5′-deoxy-8-(methylamino)adenosine). Run in CN.C(C)O (methylamine ethanol). The product is CNC[C@@H]1[C@H]([C@H]([C@@H](O1)N1C(=NC=2C(N)=NC=NC12)NC)O)O (5′-Deoxy-5′,8-bis(methylamino)adenosine). RXN SMILES: [CH3:1][NH:2][CH2:3][C@H:4]1[O:8][C@@H:7]([N:9]2[C:18]3[N:17]=[CH:16][N:15]=[C:13]([NH2:14])[C:12]=3[N:11]=[C:10]2C)[C@H:6]([OH:20])[C@@H:5]1[OH:21].ClC[C@H]1O[C@@H:27]([N:29]2C3N=CN=C(N)C=3N=C2NC)[C@H](O)[C@@H]1O>CN.C(O)C>[CH3:1][NH:2][CH2:3][C@H:4]1[O:8][C@@H:7]([N:9]2[C:18]3[N:17]=[CH:16][N:15]=[C:13]([NH2:14])[C:12]=3[N:11]=[C:10]2[NH:29][CH3:27])[C@H:6]([OH:20])[C@@H:5]1[OH:21] |f:2.3|. Reported procedure: Compound 4c was prepared by the same procedure as described for the preparation of 4a using 3c (1.00 g, 3.17 mmol) and 33% methylamine/ethanol solution (30 mL). After column chromatography (elution with 7:1:0.4 chloroform:methanol:NH4OH), a yellow glassy solid was obtained: 505 mg (51%); MS m/z 310 (M+H)+; 1HNMR (DMSO-d6) δ 7.89 (bs and q, 2H, H-2 and 8CH3—NH), 6.44 (bs, 2H, 6-NH2), 5.84 (d, 1H, H-1′, J1′,2′=7.0 Hz), 5.22 (d, 1H, 2′-OH, J2′-2′OH=6.4 Hz), 5.12 (d, 1H, 3′-OH, J3′-3′OH=4.0 Hz), 4.6... Starting materials: CCCCCCCCCCc1ccc(S(=O)(=O)NC(CC(=O)OCc2ccccc2)CN(C)C)cc1, CI. Yields the product CCCCCCCCCCc1ccc(S(=O)(=O)NC(CC(=O)OCc2ccccc2)C[N+](C)(C)C)cc1, [I-]. RXN SMILES: [CH2:1]([CH2:2][CH2:3][CH2:4][CH2:5][CH2:6][CH2:7][CH2:8][CH2:9][CH3:10])[c:11]1[cH:12][cH:13][c:14]([S:17](=[O:18])(=[O:19])[NH:20][CH:21]([CH2:22][C:23](=[O:24])[O:25][CH2:26][c:27]2[cH:28][cH:29][cH:30][cH:31][cH:32]2)[CH2:33][N:34]([CH3:35])[CH3:36])[cH:15][cH:16]1.[CH3:37][I:38]>>[CH2:1]([CH2:2][CH2:3][CH2:4][CH2:5][CH2:6][CH2:7][CH2:8][CH2:9][CH3:10])[c:11]1[cH:12][cH:13][c:14]([S:17](=[O:18])(=[O:19])[NH:20][CH:21]([CH2:22][C:23](=[O:24])[O:25][CH2:26][c:27]2[cH:28][cH:29][cH:30][cH:31][cH:32]2)[CH2:33][N+:34]([CH3:35])([CH3:36])[CH3:37])[cH:15][cH:16]1.[I-:38].